Dataset: the Open Reaction Database (ORD), a public repository of structured organic reaction records. Task: describe an organic reaction: reactants, conditions, products, and yield The reactants are Br, CC(=O)O, CCCc1c(CN(C)C)cccc1OC. Yields the product CCCc1c(O)cccc1CN(C)C. RXN SMILES: [BrH:16].[CH3:17][C:18](=[O:19])[OH:20].[CH3:1][N:2]([CH3:3])[CH2:4][c:5]1[c:6]([CH2:13][CH2:14][CH3:15])[c:7]([O:11][CH3:12])[cH:8][cH:9][cH:10]1>>[CH3:1][N:2]([CH3:3])[CH2:4][c:5]1[c:6]([CH2:13][CH2:14][CH3:15])[c:7]([OH:11])[cH:8][cH:9][cH:10]1. Starting materials: C1CCOC1, [Li]CCCC, CCN(C(C)C)C(C)C, [Cl-], Clc1ncnc2sccc12, COC(=O)Cl, [NH4+]. The product is COC(=O)c1cc2c(Cl)ncnc2s1. RXN SMILES: [CH2:32]1[O:33][CH2:34][CH2:35][CH2:36]1.[CH3:10][CH2:11][CH2:12][CH2:13][Li:14].[CH:1]([N:2]([CH2:3][CH3:4])[CH:5]([CH3:6])[CH3:7])([CH3:8])[CH3:9].[Cl-:30].[Cl:15][c:16]1[c:17]2[c:18]([n:19][cH:20][n:21]1)[s:22][cH:23][cH:24]2.[Cl:25][C:26](=[O:27])[O:28][CH3:29].[NH4+:31]>>[Cl:15][c:16]1[c:17]2[c:18]([n:19][cH:20][n:21]1)[s:22][c:23]([C:26](=[O:27])[O:28][CH3:29])[cH:24]2.